From a dataset of the Open Reaction Database (ORD), a public repository of structured organic reaction records. describe an organic reaction: reactants, conditions, products, and yield The reactants are CO, Cl, COC(=O)c1ccc(N2CCC(NC(=O)c3nnc(Nc4ccccc4F)o3)CC2)nc1, [Na+], [OH-]. The product is O=C(O)c1ccc(N2CCC(NC(=O)c3nnc(Nc4ccccc4F)o3)CC2)nc1. As a reaction SMILES: [CH3:36][OH:37].[ClH:35].[F:3][c:4]1[c:5]([NH:10][c:11]2[n:12][n:13][c:14]([C:16](=[O:17])[NH:18][CH:19]3[CH2:20][CH2:21][N:22]([c:25]4[n:26][cH:27][c:28]([C:29](=[O:30])[O:31][CH3:32])[cH:33][cH:34]4)[CH2:23][CH2:24]3)[o:15]2)[cH:6][cH:7][cH:8][cH:9]1.[Na+:2].[OH-:1]>>[F:3][c:4]1[c:5]([NH:10][c:11]2[n:12][n:13][c:14]([C:16](=[O:17])[NH:18][CH:19]3[CH2:20][CH2:21][N:22]([c:25]4[n:26][cH:27][c:28]([C:29](=[O:30])[OH:31])[cH:33][cH:34]4)[CH2:23][CH2:24]3)[o:15]2)[cH:6][cH:7][cH:8][cH:9]1.